This data is from the Open Reaction Database (ORD), a public repository of structured organic reaction records. The task is: describe an organic reaction: reactants, conditions, products, and yield Starting materials: O=C(O)c1cccc(B(O)O)c1, Brc1ccncc1, O=C([O-])[O-], CC#N, [K+], [K+], O. Yields the product O=C(O)c1cccc(-c2ccncc2)c1. RXN SMILES: [B:1]([OH:2])([OH:3])[c:4]1[cH:5][c:6]([C:7](=[O:8])[OH:9])[cH:10][cH:11][cH:12]1.[Br:13][c:14]1[cH:15][cH:16][n:17][cH:18][cH:19]1.[C:20](=[O:21])([O-:22])[O-:23].[CH3:26][C:27]#[N:28].[K+:24].[K+:25].[OH2:29]>>[c:4]1(-[c:14]2[cH:15][cH:16][n:17][cH:18][cH:19]2)[cH:5][c:6]([C:7](=[O:8])[OH:9])[cH:10][cH:11][cH:12]1. Reactants: CCO, O=C(Cn1cnc2c([N+](=O)[O-])cccc21)Nc1cccc(C(F)(F)F)c1, [Na+], O=C([O-])O, Cl[Sn]Cl. Yields the product Nc1cccc2c1ncn2CC(=O)Nc1cccc(C(F)(F)F)c1. RXN SMILES: [CH3:35][CH2:36][OH:37].[N+:1]([O-:2])(=[O:3])[c:4]1[cH:5][cH:6][cH:7][c:8]2[n:9]([CH2:13][C:14](=[O:15])[NH:16][c:17]3[cH:18][c:19]([C:23]([F:24])([F:25])[F:26])[cH:20][cH:21][cH:22]3)[cH:10][n:11][c:12]12.[Na+:34].[O-:30][C:31]([OH:32])=[O:33].[Sn:27]([Cl:28])[Cl:29]>>[NH2:1][c:4]1[cH:5][cH:6][cH:7][c:8]2[n:9]([CH2:13][C:14](=[O:15])[NH:16][c:17]3[cH:18][c:19]([C:23]([F:24])([F:25])[F:26])[cH:20][cH:21][cH:22]3)[cH:10][n:11][c:12]12.